From a dataset of the Open Reaction Database (ORD), a public repository of structured organic reaction records. describe an organic reaction: reactants, conditions, products, and yield Product: hydrochloride salt, NCCCN1C(N(C=C(C1=O)C1=CC=CC=C1)CC1=CC=CC=C1)=O (3-(3-aminopropyl)-1-benzyl-5-phenyl-1H-pyrimidine-2,4-dione). Reactants: C(C)(C)(C)OC(=O)NCCCN1C(N(C=C(C1=O)C1=CC=CC=C1)CC1=CC=CC=C1)=O (3-(3-tert-butoxycarbonylaminopropyl)-1-benzyl-5-phenyl-1H-pyrimidine-2,4-dione), Cl (HCl). Reaction SMILES: C(OC([NH:8][CH2:9][CH2:10][CH2:11][N:12]1[C:17](=[O:18])[C:16]([C:19]2[CH:24]=[CH:23][CH:22]=[CH:21][CH:20]=2)=[CH:15][N:14]([CH2:25][C:26]2[CH:31]=[CH:30][CH:29]=[CH:28][CH:27]=2)[C:13]1=[O:32])=O)(C)(C)C.Cl>C(OCC)(=O)C>[NH2:8][CH2:9][CH2:10][CH2:11][N:12]1[C:17](=[O:18])[C:16]([C:19]2[CH:24]=[CH:23][CH:22]=[CH:21][CH:20]=2)=[CH:15][N:14]([CH2:25][C:26]2[CH:31]=[CH:30][CH:29]=[CH:28][CH:27]=2)[C:13]1=[O:32]. The solvent is C(C)(=O)OCC (ethyl acetate). Procedure details: To a solution of 3-(3-tert-butoxycarbonylaminopropyl)-1-benzyl-5-phenyl-1H-pyrimidine-2,4-dione (160 mg, 0.37 mmol) in ethyl acetate (20 mL) at −78° C. was added HCl (g) for 5 min. The reaction was warmed to ambient temperature, the excess HCl removed by bubbling through nitrogen gas and then the reaction concentrated to provide the hydrochloride salt of 3-(3-aminopropyl)-1-benzyl-5-phenyl-1H-pyrimidine-2,4-dione as a white solid. Starting materials: C1(=CC=CC2=CC=CC=C12)O (1-naphthol), C1CCC2=NCCCN2CC1 (DBU). Run in CCOC(=O)C (EtOAc), O (H2O). Reaction conditions: temperature 90 celsius. Yields the product COC1=CC=CC2=CC=CC=C12 (1-methoxynaphthalene). As a reaction SMILES: [C:1]1([OH:11])[C:10]2[C:5](=[CH:6][CH:7]=[CH:8][CH:9]=2)[CH:4]=[CH:3][CH:2]=1.[CH2:12]1CCN2C(=NCCC2)CC1>CCOC(C)=O.O>[CH3:12][O:11][C:1]1[C:10]2[C:5](=[CH:6][CH:7]=[CH:8][CH:9]=2)[CH:4]=[CH:3][CH:2]=1. Reported procedure: To a solution of 1-naphthol (1.0 g, 6.94 mmol) in DMC (10 mL), DBU (1.06 g, 6.94 mmol) was added and the resulting mixture was heated to reflux (90° C.) for 16 hours. The reaction was cooled to ambient temperature and diluted with EtOAc (50 mL) and H2O (40 mL). The organic layer was separated and washed in sequence with 2M HCl (2×40 mL), 2M NaOH (2×40 mL) and H2O. The organic layer was dried over Na2SO4, filtered and concentrated under vacuum to give 1-methoxynaphthalene as an oil. The yield of ... The reactants are CC(C)(C)[Si](C)(C)Cl, CC(O)Cn1ncc2ccc(OCc3ccccc3)cc21, C1CCOC1, CC(=O)[O-], [NH4+], c1c[nH]cn1. Yields the product CC(Cn1ncc2ccc(OCc3ccccc3)cc21)O[Si](C)(C)C(C)(C)C. Reaction SMILES: [C:27]([CH3:28])([CH3:29])([CH3:30])[Si:31]([CH3:32])([CH3:33])[Cl:34].[CH2:1]([c:2]1[cH:3][cH:4][cH:5][cH:6][cH:7]1)[O:8][c:9]1[cH:10][cH:11][c:12]2[cH:13][n:14][n:15]([CH2:18][CH:19]([CH3:20])[OH:21])[c:16]2[cH:17]1.[CH2:40]1[O:41][CH2:42][CH2:43][CH2:44]1.[CH3:36][C:37](=[O:38])[O-:39].[NH4+:35].[nH:22]1[cH:23][cH:24][n:25][cH:26]1>>[CH2:1]([c:2]1[cH:3][cH:4][cH:5][cH:6][cH:7]1)[O:8][c:9]1[cH:10][cH:11][c:12]2[cH:13][n:14][n:15]([CH2:18][CH:19]([CH3:20])[O:21][Si:31]([C:27]([CH3:28])([CH3:29])[CH3:30])([CH3:32])[CH3:33])[c:16]2[cH:17]1. Starting materials: COC(=O)NC1=C(C2=CC=CC=C2C=C1)C1=C(C=CC2=CC=CC=C12)P(=O)(C1=CC=CC=C1)C1=CC=CC=C1 ((−)-2-methoxycarbonylamino-2′-diphenylphosphinyl-1,1′-binaphthyl), COC(=O)NC1=C(C2=CC=CC=C2C=C1)C1=C(C=CC2=CC=CC=C12)P(=O)(C1=CC=CC=C1)C1=CC=CC=C1 ((−)-2-methoxycarbonylamino-2′-diphenylphosphinyl-1,1′-binaphthyl), resultant mixture. Solvent: O1CCCC1 (tetrahydrofuran), O1CCCC1 (tetrahydrofuran). Run at time 30 minute. The product is CNC1=C(C2=CC=CC=C2C=C1)C1=C(C=CC2=CC=CC=C12)P(C1=CC=CC=C1)C1=CC=CC=C1 ((−)-2-methylamino-2′-diphenylphosphino-1,1′-binaphthyl). Yield: 95.8%. RXN SMILES: CO[C:3]([NH:5][C:6]1[CH:15]=[CH:14][C:13]2[C:8](=[CH:9][CH:10]=[CH:11][CH:12]=2)[C:7]=1[C:16]1[C:25]2[C:20](=[CH:21][CH:22]=[CH:23][CH:24]=2)[CH:19]=[CH:18][C:17]=1[P:26]([C:34]1[CH:39]=[CH:38][CH:37]=[CH:36][CH:35]=1)([C:28]1[CH:33]=[CH:32][CH:31]=[CH:30][CH:29]=1)=O)=O>O1CCCC1>[CH3:3][NH:5][C:6]1[CH:15]=[CH:14][C:13]2[C:8](=[CH:9][CH:10]=[CH:11][CH:12]=2)[C:7]=1[C:16]1[C:25]2[C:20](=[CH:21][CH:22]=[CH:23][CH:24]=2)[CH:19]=[CH:18][C:17]=1[P:26]([C:34]1[CH:39]=[CH:38][CH:37]=[CH:36][CH:35]=1)[C:28]1[CH:29]=[CH:30][CH:31]=[CH:32][CH:33]=1. Reported procedure: 3.59 gram (6.81 mmol) of (−)-2-methoxycarbonylamino-2′-diphenylphosphinyl-1,1′-binaphthyl (the formula (1-2b-1)) was dissolved in 170 ml of tetrahydrofuran, under the flow of nitrogen. To the solution, 27.2 ml of tetrahydrofuran solution (2M) of borane-dimethyl sulfide complex was added at 0° C. over 30 minutes and the resultant mixture was stirred for 18 hours at 88° C. The resultant reaction solution was extracted with 300 ml of ethyl acetate, and the extract was washed with 100 ml of saturate... Starting materials: CCN(C(C)C)C(C)C (DIPEA), C(C)(=O)O (acetic acid), C=1C=CC2=C(C1)N=NN2O (HOBT), CCN=C=NCCCN(C)C.Cl (EDC.HCl), N[C@@H](CCCCCC(CC)=O)C=1OC(=CN1)C=1C(=NC2=CC=CC=C2C1)OC ((S)-9-amino-9-(5-(2-methoxyquinolin-3-yl)oxazol-2-yl)nonan-3-one), CN(C)C=O (DMF). Product: COC=1C=C2C(=C(NC2=CC1)C)CC(=O)N[C@@H](CCCCCC(CC)=O)C=1OC(=CN1)C=1C(=NC2=CC=CC=C2C1)OC ((S)-2-(5-methoxy-2-methyl-1H-indol-3-yl)-N-(1-(5-(2-methoxyquinolin-3-yl)oxazol-2-yl)-7-oxononyl)acetamide). Reaction SMILES: [C:1]([OH:4])(=O)[CH3:2].[CH:5]1[CH:6]=[CH:7][C:8]2N(O)N=[N:11][C:9]=2[CH:10]=1.CCN=C=N[CH2:20][CH2:21][CH2:22]N(C)C.Cl.[NH2:27][C@H:28]([C:38]1[O:39][C:40]([C:43]2[C:44]([O:53][CH3:54])=[N:45][C:46]3[C:51]([CH:52]=2)=[CH:50][CH:49]=[CH:48][CH:47]=3)=[CH:41][N:42]=1)[CH2:29][CH2:30][CH2:31][CH2:32][CH2:33][C:34](=[O:37])[CH2:35][CH3:36].CCN(C(C)C)C(C)C.CN([CH:67]=[O:68])C>>[CH3:67][O:68][C:6]1[CH:7]=[C:8]2[C:9](=[CH:10][CH:5]=1)[NH:11][C:21]([CH3:22])=[C:20]2[CH2:2][C:1]([NH:27][C@H:28]([C:38]1[O:39][C:40]([C:43]2[C:44]([O:53][CH3:54])=[N:45][C:46]3[C:51]([CH:52]=2)=[CH:50][CH:49]=[CH:48][CH:47]=3)=[CH:41][N:42]=1)[CH2:29][CH2:30][CH2:31][CH2:32][CH2:33][C:34](=[O:37])[CH2:35][CH3:36])=[O:4] |f:2.3|. Procedure details: A solution of 5-methoxy-2-methyl-1H-indol-3-yl)acetic acid (1.3 eq), HOBT (1.3 eq), EDC.HCl (1.3 eq) in DMF (premixed for 3 min) was added to (S)-9-amino-9-(5-(2-methoxyquinolin-3-yl)oxazol-2-yl)nonan-3-one from the previous step (1 eq), followed by DIPEA (1.3 eq). The mixture was stirred at room temperature over night. The product was purified by preparative RP-HPLC, using water (+0.1% TFA) and MeCN (+0.1% TFA) as eluents (C18 column). MS (ES) C34H38N4O5 requires: 582.69, found: 583. Reactants: Nc1cc[nH]n1, C1CCOC1, O=C1Nc2ccccc2C1=CO, O=C1Nc2cc(F)ccc2C1=CO, Nc1cc(-c2ccccc2)[nH]n1. Product: O=C1Nc2cc(F)ccc2C1=CNc1cc(-c2ccccc2)[nH]n1. RXN SMILES: [NH2:38][c:39]1[cH:40][cH:41][nH:42][n:43]1.[O:44]1[CH2:45][CH2:46][CH2:47][CH2:48]1.[OH:14][CH:15]=[C:16]1[C:17](=[O:18])[NH:19][c:20]2[c:21]1[cH:22][cH:23][cH:24][cH:25]2.[OH:1][CH:2]=[C:3]1[C:4](=[O:13])[NH:5][c:6]2[cH:7][c:8]([F:12])[cH:9][cH:10][c:11]21.[c:26]1(-[c:32]2[cH:33][c:34]([NH2:37])[n:35][nH:36]2)[cH:27][cH:28][cH:29][cH:30][cH:31]1>>[CH:2](=[C:3]1[C:4](=[O:13])[NH:5][c:6]2[cH:7][c:8]([F:12])[cH:9][cH:10][c:11]21)[NH:37][c:34]1[cH:33][c:32](-[c:26]2[cH:27][cH:28][cH:29][cH:30][cH:31]2)[nH:36][n:35]1.